From a dataset of the Open Reaction Database (ORD), a public repository of structured organic reaction records. describe an organic reaction: reactants, conditions, products, and yield Starting materials: CCCCO, Cc1ccc(NC(=O)c2cccc(N(C)C)c2)cc1Nc1cc(Cl)ncn1, CCN(C(C)C)C(C)C, NCCCN1CCCC1. Product: Cc1ccc(NC(=O)c2cccc(N(C)C)c2)cc1Nc1cc(NCCCN2CCCC2)ncn1. RXN SMILES: [CH2:46]([OH:47])[CH2:48][CH2:49][CH3:50].[CH3:1][N:2]([c:3]1[cH:4][c:5]([C:6](=[O:7])[NH:8][c:9]2[cH:10][cH:11][c:12]([CH3:23])[c:13]([NH:14][c:15]3[n:16][cH:17][n:18][c:19]([Cl:21])[cH:20]3)[cH:22]2)[cH:24][cH:25][cH:26]1)[CH3:27].[CH:37]([N:38]([CH2:39][CH3:40])[CH:41]([CH3:42])[CH3:43])([CH3:44])[CH3:45].[N:28]1([CH2:33][CH2:34][CH2:35][NH2:36])[CH2:29][CH2:30][CH2:31][CH2:32]1>>[CH3:1][N:2]([c:3]1[cH:4][c:5]([C:6](=[O:7])[NH:8][c:9]2[cH:10][cH:11][c:12]([CH3:23])[c:13]([NH:14][c:15]3[n:16][cH:17][n:18][c:19]([NH:36][CH2:35][CH2:34][CH2:33][N:28]4[CH2:29][CH2:30][CH2:31][CH2:32]4)[cH:20]3)[cH:22]2)[cH:24][cH:25][cH:26]1)[CH3:27]. Starting materials: [C@H]12[C@H](NC[C@@H]2CCC1)CNC(=O)C1=C(N=C2SC=CN21)C (6-methyl-imidazo[2,1-b]thiazole-5-carboxylic acid-[(1S,2S,5R)-3-aza-bicyclo[3.3.0]oct-2-ylmethyl]-amide), CC=1C=C(C=CC1C)C1=C(N=C(S1)C)C(=O)O (5-(3,4-dimethyl-phenyl)-2-methyl-thiazole-4-carboxylic acid). Product: CC=1C=C(C=CC1C)C1=C(N=C(S1)C)C(=O)N1[C@@H]([C@H]2CCC[C@H]2C1)CNC(=O)C1=C(N=C2SC=CN21)C (6-Methyl-imidazo[2,1-b]thiazole-5-carboxylic acid-(1S,2S,5R)-{3-[5-(3,4-dimethyl-phenyl)-2-methyl-thiazole-4-carbonyl]-3-aza-bicyclo[3.3.0]oct-2-ylmethyl}-amide). As a reaction SMILES: [C@H:1]12[CH2:8][CH2:7][CH2:6][C@H:5]1[CH2:4][NH:3][C@@H:2]2[CH2:9][NH:10][C:11]([C:13]1[N:20]2[C:16]([S:17][CH:18]=[CH:19]2)=[N:15][C:14]=1[CH3:21])=[O:12].[CH3:22][C:23]1[CH:24]=[C:25]([C:30]2[S:34][C:33]([CH3:35])=[N:32][C:31]=2[C:36](O)=[O:37])[CH:26]=[CH:27][C:28]=1[CH3:29]>>[CH3:22][C:23]1[CH:24]=[C:25]([C:30]2[S:34][C:33]([CH3:35])=[N:32][C:31]=2[C:36]([N:3]2[CH2:4][C@H:5]3[C@H:1]([CH2:8][CH2:7][CH2:6]3)[C@H:2]2[CH2:9][NH:10][C:11]([C:13]2[N:20]3[C:16]([S:17][CH:18]=[CH:19]3)=[N:15][C:14]=2[CH3:21])=[O:12])=[O:37])[CH:26]=[CH:27][C:28]=1[CH3:29]. Procedure details: prepared by reaction of 6-methyl-imidazo[2,1-b]thiazole-5-carboxylic acid-[(1S,2S,5R)-3-aza-bicyclo[3.3.0]oct-2-ylmethyl]-amide with 5-(3,4-dimethyl-phenyl)-2-methyl-thiazole-4-carboxylic acid. Yields the product C(C)C1=CC=C(S1)C1=CC2=C(O1)C=CC=C2O (2-(5-ethylthiophen-2-yl)-4-hydroxybenzo(b)furan). Procedure: By the reactions in the same manner as in Starting Material Synthesis Example 5 using 2-(5-ethylthiophen-2-yl)-4-methoxybenzo(b)furan (1.00 g) and boron tribromide (1.0 ml), the title compound (774 mg) was obtained as colorless crystals, melting point 87–90° C. Starting materials: C(C)C1=CC=C(S1)C1=CC2=C(O1)C=CC=C2OC (2-(5-ethylthiophen-2-yl)-4-methoxybenzo(b)furan), B(Br)(Br)Br (boron tribromide). Isolated yield 81.8%. RXN SMILES: [CH2:1]([C:3]1[S:7][C:6]([C:8]2[O:12][C:11]3[CH:13]=[CH:14][CH:15]=[C:16]([O:17]C)[C:10]=3[CH:9]=2)=[CH:5][CH:4]=1)[CH3:2].B(Br)(Br)Br>>[CH2:1]([C:3]1[S:7][C:6]([C:8]2[O:12][C:11]3[CH:13]=[CH:14][CH:15]=[C:16]([OH:17])[C:10]=3[CH:9]=2)=[CH:5][CH:4]=1)[CH3:2]. Starting materials: C(CCC)C1=NC=2N(C(=C1)NC(C1=CC(=C(C(=C1)OC)OC)OC)=O)N=C(C2)C (5-n-Butyl-2-methyl-7-(3,4,5-trimethoxybenzoyl-amino) pyrazolo[1,5-a]pyrimidine), O (water), compound, C1CC(=O)N(C1=O)Cl (NCS). Solvent: C(Cl)(Cl)Cl (chloroform). The product is C(CCC)C1=NC=2N(C(=C1)NC(C1=CC(=C(C(=C1)OC)OC)OC)=O)N=C(C2Cl)C (5-n-butyl-3-chloro-2-methyl-7-(3,4,5-trimethoxybenzoylamino) pyrazolo[1,5-a]pyrimidine). RXN SMILES: [CH2:1]([C:5]1[CH:10]=[C:9]([NH:11][C:12](=[O:25])[C:13]2[CH:18]=[C:17]([O:19][CH3:20])[C:16]([O:21][CH3:22])=[C:15]([O:23][CH3:24])[CH:14]=2)[N:8]2[N:26]=[C:27]([CH3:29])[CH:28]=[C:7]2[N:6]=1)[CH2:2][CH2:3][CH3:4].C1C(=O)N([Cl:37])C(=O)C1.O>C(Cl)(Cl)Cl>[CH2:1]([C:5]1[CH:10]=[C:9]([NH:11][C:12](=[O:25])[C:13]2[CH:14]=[C:15]([O:23][CH3:24])[C:16]([O:21][CH3:22])=[C:17]([O:19][CH3:20])[CH:18]=2)[N:8]2[N:26]=[C:27]([CH3:29])[C:28]([Cl:37])=[C:7]2[N:6]=1)[CH2:2][CH2:3][CH3:4]. Procedure details: 5-n-Butyl-2-methyl-7-(3,4,5-trimethoxybenzoyl-amino) pyrazolo[1,5-a]pyrimidine (the compound of Example 53; 0.78 g) was dissolved in 10 ml of chloroform. After addition of 0.28 g of NCS, the mixture was refluxed with heating for 1 hour and allowed to cool. After addition of some water, the reaction mixture was extracted with chloroform. The organic layer was collected, dried over anhydrous sodium sulfate and concentrated under reduced pressure. The residue was purified by silica gel column chrom... The reactants are C1(CC1)N(S(=O)(=O)C1=C(C=CC=C1)C(F)(F)F)CCOCC(=O)O (2-(2-(N-cyclopropyl-2-(trifluoromethyl)phenylsulfonamido)-ethoxy)acetic acid), C(C)(C)N(CC)C(C)C (diisopropyl ethylamine), resultant solution, Cl.Cl.C1(CC1)N1CCN(CC1)C1(CCNCC1)CNC(C1=CC=NC=C1)=O (N-((4-(4-cyclopropylpiperazin-1-yl)piperidin-4-yl)methyl)isonicotinamide dihydrochloride), C=1C=CC2=C(C1)N=NN2O (HOBT), CCN=C=NCCCN(C)C (EDCI). Solvent: ClCCl (dichloromethane), CN(C)C=O (DMF), ClCCl (dichloromethane). Conditions: temperature 0 celsius, time 16 hour. Yields the product C1(CC1)N(S(=O)(=O)C1=C(C=CC=C1)C(F)(F)F)CCOCC(=O)N1CCC(CC1)(N1CCN(CC1)C1CC1)CNC(C1=CC=NC=C1)=O (N-((1-(2-(2-(N-Cyclopropyl-2-(trifluoromethyl)phenyl-sulfonamido)ethoxy)acetyl)-4-(4-cyclopropylpiperazin-1-yl)piperidin-4-yl)-methyl)isonicotinamide). Yield: 55.0%. As a reaction SMILES: [CH:1]1([N:4]([CH2:18][CH2:19][O:20][CH2:21][C:22](O)=[O:23])[S:5]([C:8]2[CH:13]=[CH:12][CH:11]=[CH:10][C:9]=2[C:14]([F:17])([F:16])[F:15])(=[O:7])=[O:6])[CH2:3][CH2:2]1.C(N(C(C)C)CC)(C)C.C1C=CC2N(O)N=NC=2C=1.CCN=C=NCCCN(C)C.Cl.Cl.[CH:57]1([N:60]2[CH2:65][CH2:64][N:63]([C:66]3([CH2:72][NH:73][C:74](=[O:81])[C:75]4[CH:80]=[CH:79][N:78]=[CH:77][CH:76]=4)[CH2:71][CH2:70][NH:69][CH2:68][CH2:67]3)[CH2:62][CH2:61]2)[CH2:59][CH2:58]1>ClCCl.CN(C=O)C>[CH:1]1([N:4]([CH2:18][CH2:19][O:20][CH2:21][C:22]([N:69]2[CH2:68][CH2:67][C:66]([CH2:72][NH:73][C:74](=[O:81])[C:75]3[CH:80]=[CH:79][N:78]=[CH:77][CH:76]=3)([N:63]3[CH2:62][CH2:61][N:60]([CH:57]4[CH2:58][CH2:59]4)[CH2:65][CH2:64]3)[CH2:71][CH2:70]2)=[O:23])[S:5]([C:8]2[CH:13]=[CH:12][CH:11]=[CH:10][C:9]=2[C:14]([F:15])([F:17])[F:16])(=[O:7])=[O:6])[CH2:2][CH2:3]1 |f:4.5.6|. Reported procedure: To a solution of 2-(2-(N-cyclopropyl-2-(trifluoromethyl)phenylsulfonamido)-ethoxy)acetic acid AC9 (0.472 mmol) in dichloromethane (10 ml/mmol) was added diisopropyl ethylamine (4 equiv.) at 0° C. followed by the addition of HOBT (1.0 equiv.) and EDCI (1.5 equiv.). The resultant solution was stirred at 25° C. for 15 min. It was again cooled to 0° C. and a solution of N-((4-(4-cyclopropylpiperazin-1-yl)piperidin-4-yl)methyl)isonicotinamide dihydrochloride AM12 (1.2 equiv.) in DMF (2 ml) was added.... The reactants are CO, O=C(O)c1cccc([N+](=O)[O-])c1I, O=S(=O)(O)O. Product: COC(=O)c1cccc([N+](=O)[O-])c1I. RXN SMILES: [CH3:19][OH:20].[I:1][c:2]1[c:3]([C:4](=[O:5])[OH:6])[cH:7][cH:8][cH:9][c:10]1[N+:11](=[O:12])[O-:13].[S:14](=[O:15])(=[O:16])([OH:17])[OH:18]>>[I:1][c:2]1[c:3]([C:4](=[O:5])[O:6][CH3:19])[cH:7][cH:8][cH:9][c:10]1[N+:11](=[O:12])[O-:13]. The product is CCC1(C)Cc2ccc(C(C)C(=O)OC)cc2C1. Reactants: CCC1(C)Cc2ccc(C(C)(O)C(=O)OC)cc2C1, CO, [H][H], O=[Pt]=O, O=S(=O)(O)O. Reaction SMILES: [CH3:1][O:2][C:3]([C:4]([c:5]1[cH:6][c:7]2[c:11]([cH:12][cH:13]1)[CH2:10][C:9]([CH3:14])([CH2:15][CH3:16])[CH2:8]2)([CH3:17])[OH:18])=[O:19].[CH3:30][OH:31].[H:25][H:26].[Pt:27](=[O:28])=[O:29].[S:20](=[O:21])(=[O:22])([OH:23])[OH:24]>>[CH3:1][O:2][C:3]([CH:4]([c:5]1[cH:6][c:7]2[c:11]([cH:12][cH:13]1)[CH2:10][C:9]([CH3:14])([CH2:15][CH3:16])[CH2:8]2)[CH3:17])=[O:19].